describe an organic reaction: reactants, conditions, products, and yield From a dataset of the Open Reaction Database (ORD), a public repository of structured organic reaction records. The solvent is O1CCCC1 (tetrahydrofuran). The product is C(#N)C=1C=C2C(=CC=NC2=CC1OCC1CCN(CC1)C(=O)OC(C)(C)C)OC1=CC(=C(C=C1)NC(=O)NC1CC1)F (tert-Butyl 4-(((6-cyano-4-(4-(((cyclopropylamino)carbonyl)amino)-3-fluorophenoxy)-7-quinolyl)oxy)methyl)-1-piperidinecarboxylate). Starting materials: C(#N)C=1C=C2C(=CC=NC2=CC1OCC1CCN(CC1)C(=O)OC(C)(C)C)OC1=CC(=C(C=C1)NC(=O)OC1=CC=CC=C1)F (tert-Butyl 4-(((6-cyano-4-(3-fluoro-4-((phenoxycarbonyl)amino)phenoxy)-7-quinolyl)oxy)methyl)-1-piperidinecarboxylate), C1(CC1)N (cyclopropylamine). Reported procedure: tert-Butyl 4-(((6-cyano-4-(3-fluoro-4-((phenoxycarbonyl)amino)phenoxy)-7-quinolyl)oxy)methyl)-1-piperidinecarboxylate (490 mg), cyclopropylamine (0.72 ml) and tetrahydrofuran (5 ml) were stirred together at 60° C. for 35 minutes. Silica gel was added to the reaction solution and the solvent was distilled off under reduced pressure for adsorption. The reaction solution-adsorbed silica gel was purified by column chromatography (ethyl acetate, followed by ethyl acetate:methanol=20:1) in a dry colum... As a reaction SMILES: [C:1]([C:3]1[CH:4]=[C:5]2[C:10](=[CH:11][C:12]=1[O:13][CH2:14][CH:15]1[CH2:20][CH2:19][N:18]([C:21]([O:23][C:24]([CH3:27])([CH3:26])[CH3:25])=[O:22])[CH2:17][CH2:16]1)[N:9]=[CH:8][CH:7]=[C:6]2[O:28][C:29]1[CH:34]=[CH:33][C:32]([NH:35][C:36]([O:38]C2C=CC=CC=2)=O)=[C:31]([F:45])[CH:30]=1)#[N:2].[CH:46]1([NH2:49])[CH2:48][CH2:47]1>O1CCCC1>[C:1]([C:3]1[CH:4]=[C:5]2[C:10](=[CH:11][C:12]=1[O:13][CH2:14][CH:15]1[CH2:20][CH2:19][N:18]([C:21]([O:23][C:24]([CH3:27])([CH3:26])[CH3:25])=[O:22])[CH2:17][CH2:16]1)[N:9]=[CH:8][CH:7]=[C:6]2[O:28][C:29]1[CH:34]=[CH:33][C:32]([NH:35][C:36]([NH:49][CH:46]2[CH2:48][CH2:47]2)=[O:38])=[C:31]([F:45])[CH:30]=1)#[N:2]. The reactants are C(C1=CC=CC=C1)OC1=C(C=C2C(=C(C=NC2=C1)C#N)Cl)OC (7-benzyloxy-4-chloro-6-methoxy-quinoline-3-carbonitrile), NC1=CC=C2CCNC2=C1 (6-Aminoindolin), Cl.N1=CC=CC=C1 (pyridine hydrochloride). Solvent: COCCO (2-methoxyethanol). The product is C(C1=CC=CC=C1)OC1=C(C=C2C(=C(C=NC2=C1)C#N)NC1=CC=C2CCNC2=C1)OC (7-benzyloxy-4-(2,3-dihydro-1H-indol-6-ylamino)-6-methoxy-quinoline-3-carbonitrile). The yield is 27.0%. As a reaction SMILES: [CH2:1]([O:8][C:9]1[CH:18]=[C:17]2[C:12]([C:13](Cl)=[C:14]([C:19]#[N:20])[CH:15]=[N:16]2)=[CH:11][C:10]=1[O:22][CH3:23])[C:2]1[CH:7]=[CH:6][CH:5]=[CH:4][CH:3]=1.[NH2:24][C:25]1[CH:33]=[C:32]2[C:28]([CH2:29][CH2:30][NH:31]2)=[CH:27][CH:26]=1.Cl.N1C=CC=CC=1>COCCO>[CH2:1]([O:8][C:9]1[CH:18]=[C:17]2[C:12]([C:13]([NH:24][C:25]3[CH:33]=[C:32]4[C:28]([CH2:29][CH2:30][NH:31]4)=[CH:27][CH:26]=3)=[C:14]([C:19]#[N:20])[CH:15]=[N:16]2)=[CH:11][C:10]=1[O:22][CH3:23])[C:2]1[CH:7]=[CH:6][CH:5]=[CH:4][CH:3]=1 |f:2.3|. Reported procedure: A solution of 586 mg (1.60 mM) of 7-benzyloxy-4-chloro-6-methoxy-quinoline-3-carbonitrile, 560 mg (1.70 mM) of 6-Aminoindolin dihydrchloride salt and 208 mg (1.80 mM) of pyridine hydrochloride in 13 ml of 2-methoxyethanol was refluxed for 3 hours. The reaction was allowed to cool to room temperature and the resulting solid was isolated and washed with excess ethanol and dried under vacuum at 80° C. The resulting solid was digested in 300 ml of ethanol and the volume was reduced to 100 ml. The so... The reactants are C(=O)(OC(C)(C)C)N[C@@H](CCCCN)C(=O)O (N- -BOC-L-lysine), C(C)OC(CC1NCCC1)=O (ethyl-2-pyrrolidineacetate). Product: C(C)OC(C[C@H]1N(CCC1)C([C@@H](NC(=O)OC(C)(C)C)CCCCN)=O)=O (N- -BOC-L-lysyl-(S)-2-pyrrolidine acetic acid ethyl ester). Reaction SMILES: [C:1]([NH:8][C@H:9]([C:15]([OH:17])=O)[CH2:10][CH2:11][CH2:12][CH2:13][NH2:14])([O:3][C:4]([CH3:7])([CH3:6])[CH3:5])=[O:2].[CH2:18]([O:20][C:21](=[O:28])[CH2:22][CH:23]1[CH2:27][CH2:26][CH2:25][NH:24]1)[CH3:19]>>[CH2:18]([O:20][C:21](=[O:28])[CH2:22][C@@H:23]1[CH2:27][CH2:26][CH2:25][N:24]1[C:15](=[O:17])[C@H:9]([CH2:10][CH2:11][CH2:12][CH2:13][NH2:14])[NH:8][C:1]([O:3][C:4]([CH3:5])([CH3:6])[CH3:7])=[O:2])[CH3:19]. Reported procedure: N-α-CBZ, N- -BOC-L-lysine and ethyl-2-pyrrolidineacetate are condensed by the procedure of Example 1, Step C to give N-α-CBZ, N- -BOC-L-lysyl-(S)-2-pyrrolidine acetic acid ethyl ester. The N-α-CBZ group is removed by hydrogenolysis in ethanol containing one equivalent of acetic acid over 10% palladium on charcoal utilizing the procedure of P. G. Katsoyannis and G. P. Schwartz, Methods in Enzymology, 47, 546 (1974), to give N- -BOC-L-lysyl-(S)-2-pyrrolidineacetic acid ethyl ester. Reactants: CI (methyl iodide), FC(C=1C=C(C=CC1)NC(=S)N)(F)F (N-(m-trifluoromethylphenyl)thiourea). Solvent: O1CCOCC1 (dioxane), O1CCOCC1 (dioxane). Yields the product I.FC(C=1C=C(C=CC1)NC(SC)=N)(F)F (N-(m-trifluoromethylphenyl)-S-methylisothiourea-hydroiodide). RXN SMILES: [CH3:1][I:2].[F:3][C:4]([F:16])([F:15])[C:5]1[CH:6]=[C:7]([NH:11][C:12]([NH2:14])=[S:13])[CH:8]=[CH:9][CH:10]=1>O1CCOCC1>[IH:2].[F:16][C:4]([F:3])([F:15])[C:5]1[CH:6]=[C:7]([NH:11][C:12](=[NH:14])[S:13][CH3:1])[CH:8]=[CH:9][CH:10]=1 |f:3.4|. Procedure: The starting material for this synthesis is produced as follows: 8 g of methyl iodide in 20 ml of dioxane is added to a solution of 11 g of N-(m-trifluoromethylphenyl)thiourea in 30 ml of dioxane. The reaction mixture is heated for 3 hours on a water bath. The dioxide is evaporated off under reduced pressure, and the residue is recrystallised from a mixture of isopropanol and ethyl acetate to yield N-(m-trifluoromethylphenyl)-S-methylisothiourea-hydroiodide, which melts at 220°. The reactants are O=C1CCC(=O)N1Br, ClC(Cl)(Cl)Cl, [Cl-], CC(C)C(COCc1cccc(Oc2ccccc2)c1)c1ccc(Cl)cc1, CC(C)(C#N)N=NC(C)(C)C#N, [NH4+], C1CCOC1, O. Yields the product C#CC(OCC(c1ccc(Cl)cc1)C(C)C)c1cccc(Oc2ccccc2)c1. RXN SMILES: [Br:28][N:29]1[C:30](=[O:35])[CH2:32][CH2:34][C:31]1=[O:33].[C:50]([Cl:51])([Cl:52])([Cl:53])[Cl:54].[Cl-:48].[Cl:1][c:2]1[cH:3][cH:4][c:5]([CH:8]([CH2:9][O:10][CH2:11][c:12]2[cH:13][c:14]([O:18][c:19]3[cH:20][cH:21][cH:22][cH:23][cH:24]3)[cH:15][cH:16][cH:17]2)[CH:25]([CH3:26])[CH3:27])[cH:6][cH:7]1.[N:36]([C:37]([CH3:38])([CH3:39])[C:40]#[N:41])=[N:42][C:43]([CH3:44])([CH3:45])[C:46]#[N:47].[NH4+:49].[O:55]1[CH2:56][CH2:57][CH2:58][CH2:59]1.[OH2:60]>>[Cl:1][c:2]1[cH:3][cH:4][c:5]([CH:8]([CH2:9][O:10][CH:11]([c:12]2[cH:13][c:14]([O:18][c:19]3[cH:20][cH:21][cH:22][cH:23][cH:24]3)[cH:15][cH:16][cH:17]2)[C:30]#[CH:32])[CH:25]([CH3:26])[CH3:27])[cH:6][cH:7]1.